Dataset: the Open Reaction Database (ORD), a public repository of structured organic reaction records. Task: describe an organic reaction: reactants, conditions, products, and yield Starting materials: O=C([O-])[O-], CCOC(=O)c1c(N)c2cncc(F)c2n1C, Cc1ccccc1, [Cs+], [Cs+], C[Si](C)(C)c1ccc(OS(=O)(=O)C(F)(F)F)c(F)c1, O=C(C=Cc1ccccc1)C=Cc1ccccc1, O=C(C=Cc1ccccc1)C=Cc1ccccc1, O=C(C=Cc1ccccc1)C=Cc1ccccc1, [Pd], [Pd]. Product: CCOC(=O)c1c(Nc2ccc([Si](C)(C)C)cc2F)c2cncc(F)c2n1C. RXN SMILES: [C:37](=[O:38])([O-:39])[O-:40].[CH2:1]([CH3:2])[O:3][C:4](=[O:5])[c:6]1[c:7]([NH2:17])[c:8]2[cH:9][n:10][cH:11][c:12]([F:16])[c:13]2[n:14]1[CH3:15].[CH3:43][c:44]1[cH:45][cH:46][cH:47][cH:48][cH:49]1.[Cs+:41].[Cs+:42].[F:18][c:19]1[c:20]([O:29][S:30]([C:31]([F:32])([F:33])[F:34])(=[O:35])=[O:36])[cH:21][cH:22][c:23]([Si:25]([CH3:26])([CH3:27])[CH3:28])[cH:24]1.[O:52]=[C:53]([CH:54]=[CH:55][c:56]1[cH:57][cH:58][cH:59][cH:60][cH:61]1)[CH:62]=[CH:63][c:64]1[cH:65][cH:66][cH:67][cH:68][cH:69]1.[O:70]=[C:71]([CH:72]=[CH:73][c:74]1[cH:75][cH:76][cH:77][cH:78][cH:79]1)[CH:80]=[CH:81][c:82]1[cH:83][cH:84][cH:85][cH:86][cH:87]1.[O:88]=[C:89]([CH:90]=[CH:91][c:92]1[cH:93][cH:94][cH:95][cH:96][cH:97]1)[CH:98]=[CH:99][c:100]1[cH:101][cH:102][cH:103][cH:104][cH:105]1.[Pd:50].[Pd:51]>>[CH2:1]([CH3:2])[O:3][C:4](=[O:5])[c:6]1[c:7]([NH:17][c:20]2[c:19]([F:18])[cH:24][c:23]([Si:25]([CH3:26])([CH3:27])[CH3:28])[cH:22][cH:21]2)[c:8]2[cH:9][n:10][cH:11][c:12]([F:16])[c:13]2[n:14]1[CH3:15].